This data is from the Open Reaction Database (ORD), a public repository of structured organic reaction records. The task is: describe an organic reaction: reactants, conditions, products, and yield The reactants are COC(OC)c1ccc2c(n1)NCCC2, O=C(O)C(F)(F)F. Yields the product O=Cc1ccc2c(n1)NCCC2. As a reaction SMILES: [CH3:1][O:2][CH:3]([c:4]1[n:5][c:6]2[c:11]([cH:12][cH:13]1)[CH2:10][CH2:9][CH2:8][NH:7]2)[O:14][CH3:15].[OH:16][C:17]([C:18]([F:19])([F:20])[F:21])=[O:22]>>[O:2]=[CH:3][c:4]1[n:5][c:6]2[c:11]([cH:12][cH:13]1)[CH2:10][CH2:9][CH2:8][NH:7]2. Reactants: CC(C=O)(C)NC(OCC1=CC=CC=C1)=O (benzyl (1,1-dimethyl-2-oxoethyl)carbamate), [NH4+].[Cl-] (NH4Cl), C(C)[Mg]Br (Ethylmagnesium bromide), IC1=CC(=CC(=C1)C(F)(F)F)C(F)(F)F (1-iodo-3,5-bis(trifluoromethyl)benzene). Run in C1CCOC1 (THF), O (water), C1CCOC1 (THF). Run at time 30 minute. Product: FC(C=1C=C(C=C(C1)C(F)(F)F)C(C(C)(C)NC(OCC1=CC=CC=C1)=O)O)(F)F (benzyl {2-[3,5-bis(trifluoromethyl)phenyl]-2-hydroxy-1,1-dimethylethyl}carbamate). RXN SMILES: C([Mg]Br)C.I[C:6]1[CH:11]=[C:10]([C:12]([F:15])([F:14])[F:13])[CH:9]=[C:8]([C:16]([F:19])([F:18])[F:17])[CH:7]=1.[CH3:20][C:21]([NH:25][C:26](=[O:35])[O:27][CH2:28][C:29]1[CH:34]=[CH:33][CH:32]=[CH:31][CH:30]=1)([CH3:24])[CH:22]=[O:23].[NH4+].[Cl-]>C1COCC1.O>[F:17][C:16]([F:19])([F:18])[C:8]1[CH:7]=[C:6]([CH:22]([OH:23])[C:21]([NH:25][C:26](=[O:35])[O:27][CH2:28][C:29]2[CH:34]=[CH:33][CH:32]=[CH:31][CH:30]=2)([CH3:24])[CH3:20])[CH:11]=[C:10]([C:12]([F:15])([F:14])[F:13])[CH:9]=1 |f:3.4|. Procedure: Ethylmagnesium bromide (1.63 mL, 1M in THF, 1.63 mmol) was added dropwise to a stirred solution of 1-iodo-3,5-bis(trifluoromethyl)benzene (608 mg, 317 μL, 1.79 mmol) in dry THF (1 mL) at room temperature under N2 and the reaction was stirred for 30 min. The resulting solution was added to a stirred solution of benzyl (1,1-dimethyl-2-oxoethyl)carbamate (163.5 mg, 0.739 mmol) in dry THF (1 mL) at −20° C. and reaction was allowed to warn to room temperature over 3 h. Saturated NH4Cl (10 mL) and wat... The reactants are [Cl-].[NH4+] (ammonium chloride), ice, CON=C(CCC[C@H]1CCCC(O1)(O)C=C)C (6(S)--(4-methoxyiminopentyl)-2-vinyl-tetrahydropyran-2-ol), 9-methoxyimino-5-(S)-hydroxydecanoic acid lactone, O1CCCC1 (tetrahydrofuran), C(C)NCC (Diethylamine), C(=C)[Mg]Cl (vinyl magnesium-chloride), O1CCCC1 (tetrahydrofuran). Solvent: CCOCC (ether), CO (methanol), CCOCC (ether). Reaction conditions: temperature -57.5 celsius, time 10 minute. The product is C(C)N(CC[C@]1(O[C@H](CCC1)CCCC(C)=O)O)CC (2(S)-diethylaminoethyl-6(S)-(4-oxopentyl)-tetrahydropyran-2-ol). Reaction SMILES: C([Mg]Cl)=C.[Cl-].[NH4+].CON=[C:10]([CH3:23])[CH2:11][CH2:12][CH2:13][C@@H:14]1[O:19][C:18]([CH:21]=[CH2:22])([OH:20])[CH2:17][CH2:16][CH2:15]1.[CH2:24]([NH:26][CH2:27][CH3:28])[CH3:25].[O:29]1CCCC1>CCOCC.CO>[CH2:24]([N:26]([CH2:27][CH3:28])[CH2:22][CH2:21][C@:18]1([OH:20])[CH2:17][CH2:16][CH2:15][C@H:14]([CH2:13][CH2:12][CH2:11][C:10](=[O:29])[CH3:23])[O:19]1)[CH3:25] |f:1.2|. Reported procedure: A solution of crude 9-methoxyimino-5-(S)-hydroxydecanoic acid lactone (144.4 g.) in tetrahydrofuran (850 ml; dry) was cooled under nitrogen in a dry ice-acetone bath to -60°C. A 2.24 molar vinyl magnesium-chloride in tetrahydrofuran solution (159 ml; 70% excess) was added at such a rate that the temperature remained at -50° to -55°C. during 10 min. The reaction mixture was then stirred for an additional 20 min. at -55 to -60°C. after which it was cooled to -70°C. and at this temperature carefull... Starting materials: [OH-].[Li+] (lithium hydroxide), aqueous solution, COC(C1=CC(=C(C=C1)OC)OCCC1=CC(=CC=C1)C#N)=O (3-[2-(3-Cyano-phenyl)-ethoxy]-4-methoxy-benzoic acid methyl ester). Run in O1CCOCC1 (dioxane). Conditions: temperature 60 celsius, time 30 minute. Yields the product C(#N)C=1C=C(C=CC1)CCOC=1C=C(C(=O)O)C=CC1OC (3-[2-(3-Cyano-phenyl)-ethoxy]-4-methoxy-benzoic acid). The yield is 60.9%. As a reaction SMILES: C[O:2][C:3](=[O:23])[C:4]1[CH:9]=[CH:8][C:7]([O:10][CH3:11])=[C:6]([O:12][CH2:13][CH2:14][C:15]2[CH:20]=[CH:19][CH:18]=[C:17]([C:21]#[N:22])[CH:16]=2)[CH:5]=1.[OH-].[Li+]>O1CCOCC1>[C:21]([C:17]1[CH:16]=[C:15]([CH2:14][CH2:13][O:12][C:6]2[CH:5]=[C:4]([CH:9]=[CH:8][C:7]=2[O:10][CH3:11])[C:3]([OH:23])=[O:2])[CH:20]=[CH:19][CH:18]=1)#[N:22] |f:1.2|. Procedure details: The compound of step 2 (274 mg, 0.883 mmol) was dissolved in dioxane (4.5 ml), lithium hydroxide (4.42 ml of a 1 M aqueous solution, 4.42 mmol) was added, and the mixture was stirred at 60° C. for 30 min. The mixture was partitioned between 2 N hydrochloric acid and EA, the aqueous phase extracted with EA, and the combined organic extracts were dried over sodium sulfate, filtered and evaporated to dryness. The residue was purified by preparative RP HPLC (water/ACN gradient) to give 160 mg of the... The reactants are O=C(COC1=CC=C(C=O)C=C1)N1CCNCC1 (4-(2-oxo-2-(piperazin-1-yl)ethoxy)benzaldehyde), OC(CN1CCN(CC1)C(COC=1C=C(C=O)C=CC1)=O)C (3-(2-(4-(2-hydroxypropyl)piperazin-1-yl)-2-oxoethoxy)benzaldehyde). Product: OC(CN1CCN(CC1)C(COC1=CC=C(C=O)C=C1)=O)C (4-(2-(4-(2-hydroxypropyl)piperazin-1-yl)-2-oxoethoxy)benzaldehyde). Isolated yield 66.0%. Reaction SMILES: [O:1]=[C:2]([N:13]1[CH2:18][CH2:17][NH:16][CH2:15][CH2:14]1)[CH2:3][O:4][C:5]1[CH:12]=[CH:11][C:8]([CH:9]=[O:10])=[CH:7][CH:6]=1.[OH:19][CH:20]([CH3:40])[CH2:21]N1CCN(C(=O)COC2C=C(C=CC=2)C=O)CC1>>[OH:19][CH:20]([CH3:40])[CH2:21][N:16]1[CH2:17][CH2:18][N:13]([C:2](=[O:1])[CH2:3][O:4][C:5]2[CH:6]=[CH:7][C:8]([CH:9]=[O:10])=[CH:11][CH:12]=2)[CH2:14][CH2:15]1. Procedure: 4-(2-oxo-2-(piperazin-1-yl)ethoxy)benzaldehyde (55) was treated in an analogous manner to compound 51 to yield the desired product (66%) as a colorless oil. LCMS: 96% (M++1). Reactants: ClC(C(OC(C)(C)C)=N)(Cl)Cl (tert-butyl 2,2,2-trichloroacetimidate), C(=O)(O)[O-].[Na+] (NaHCO3), C(=O)(O)CC1=C(C(=O)O)C=C(C=C1)C (2-carboxymethyl-5-methyl-benzoic acid), B(Br)(Br)Br (BBr3). Solvent: C1CCCCC1 (cyclohexane), ClCCl (dichloromethane). Run at time 16 hour. Yields the product C(C)(C)(C)OC(C1=C(C=CC(=C1)C)CC(=O)OC(C)(C)C)=O (2-tert-butoxycarbonylmethyl-5-methyl benzoic acid tert-butyl ester). The yield is 166.7%. As a reaction SMILES: [C:1]([CH2:4][C:5]1[CH:13]=[CH:12][C:11]([CH3:14])=[CH:10][C:6]=1[C:7]([OH:9])=[O:8])([OH:3])=[O:2].ClC(Cl)(Cl)C(=N)O[C:19]([CH3:22])([CH3:21])[CH3:20].B(Br)(Br)Br.C([O-])(O)=O.[Na+]>ClCCl.C1CCCCC1>[C:5]([O:8][C:7](=[O:9])[C:6]1[CH:10]=[C:11]([CH3:14])[CH:12]=[CH:13][C:5]=1[CH2:4][C:1]([O:3][C:19]([CH3:20])([CH3:21])[CH3:22])=[O:2])([CH3:13])([CH3:6])[CH3:4] |f:3.4|. Procedure: To a suspension of 2-carboxymethyl-5-methyl-benzoic acid (2.544 g, 13.1 mmol) in anhydrous dichloromethane (70 ml) held at 0° C. was added tert-butyl 2,2,2-trichloroacetimidate (11.47 mg, 52.4 mmol, 2 equivalents) in cyclohexane (85 ml). BBr3 (0.52 ml) was then added, and the reaction mixture was raised to room temperature and stirred for 16 hr. Solid NaHCO3 was added to quench the reaction, the solid precipitate was filtered off and washed with ether. The combined organic washing was evaporated... Reactants: Cl.Cl.C(C)(C)(C)C1=C(C=CC=C1)N1CCN(CC1)C(C(=O)NC1CCNCC1)=O (2-[4-(2-tert-butylphenyl)piperazin-1-yl]-2-oxo-N-piperidin-4-ylacetamide dihydrochloride), CS(=O)(=O)Cl (methanesulfonyl chloride), C(=O)(O)[O-].[Na+] (NaHCO3). Run in N1=CC=CC=C1 (pyridine). Conditions: time 16 hour. Product: C(C)(C)(C)C1=C(C=CC=C1)N1CCN(CC1)C(C(=O)NC1CCN(CC1)S(=O)(=O)C)=O (2-[4-(2-tert-Butylphenyl)piperazin-1-yl]-N-[1-(methylsulfonyl)piperidin-4-yl]-2-oxoacetamide). Yield: 43.1%. RXN SMILES: Cl.Cl.[C:3]([C:7]1[CH:12]=[CH:11][CH:10]=[CH:9][C:8]=1[N:13]1[CH2:18][CH2:17][N:16]([C:19](=[O:29])[C:20]([NH:22][CH:23]2[CH2:28][CH2:27][NH:26][CH2:25][CH2:24]2)=[O:21])[CH2:15][CH2:14]1)([CH3:6])([CH3:5])[CH3:4].[CH3:30][S:31](Cl)(=[O:33])=[O:32].C([O-])(O)=O.[Na+]>N1C=CC=CC=1>[C:3]([C:7]1[CH:12]=[CH:11][CH:10]=[CH:9][C:8]=1[N:13]1[CH2:14][CH2:15][N:16]([C:19](=[O:29])[C:20]([NH:22][CH:23]2[CH2:24][CH2:25][N:26]([S:31]([CH3:30])(=[O:33])=[O:32])[CH2:27][CH2:28]2)=[O:21])[CH2:17][CH2:18]1)([CH3:6])([CH3:4])[CH3:5] |f:0.1.2,4.5|. Reported procedure: A mixture of 2-[4-(2-tert-butylphenyl)piperazin-1-yl]-2-oxo-N-piperidin-4-ylacetamide dihydrochloride (Example 182(A), 0.30 g, 0.67 mmol) and methanesulfonyl chloride (0.10 g, 0.88 mmol) in pyridine (3 mL) was stirred at room temperature for 16 h. The reaction mixture was poured into saturated NaHCO3 solution and extracted with ethyl acetate. The extract was washed with brine, dried over anhydrous magnesium sulfate, filtered and concentrated under reduced pressure. The residue was purified by si...